This data is from the Open Reaction Database (ORD), a public repository of structured organic reaction records. The task is: describe an organic reaction: reactants, conditions, products, and yield Reactants: FC(C(=O)O)(F)F.NC1=NC(=NC=C1C(=O)C1=C(C=CC(=C1)F)OC)NC1CCNCC1 ([4-amino-2-(piperidin-4-ylamino)-pyrimidin-5-yl]-(5-fluoro-2-methoxy-phenyl)-methanone trifluoroacetic acid salt), C(C)S(=O)(=O)Cl (ethanesulfonyl chloride). Yields the product NC1=NC(=NC=C1C(=O)C1=C(C=CC(=C1)F)OC)NC1CCN(CC1)S(=O)(=O)CC ([4-amino-2-(1-ethanesulfonyl-piperidin-4-ylamino)-pyrimidin-5-yl]-(5-fluoro-2-methoxy-phenyl)-methanone). As a reaction SMILES: FC(F)(F)C(O)=O.[NH2:8][C:9]1[C:14]([C:15]([C:17]2[CH:22]=[C:21]([F:23])[CH:20]=[CH:19][C:18]=2[O:24][CH3:25])=[O:16])=[CH:13][N:12]=[C:11]([NH:26][CH:27]2[CH2:32][CH2:31][NH:30][CH2:29][CH2:28]2)[N:10]=1.[CH2:33]([S:35](Cl)(=[O:37])=[O:36])[CH3:34]>>[NH2:8][C:9]1[C:14]([C:15]([C:17]2[CH:22]=[C:21]([F:23])[CH:20]=[CH:19][C:18]=2[O:24][CH3:25])=[O:16])=[CH:13][N:12]=[C:11]([NH:26][CH:27]2[CH2:28][CH2:29][N:30]([S:35]([CH2:33][CH3:34])(=[O:37])=[O:36])[CH2:31][CH2:32]2)[N:10]=1 |f:0.1|. Procedure details: The same procedure as described in Example 60 was used, starting from [4-amino-2-(piperidin-4-ylamino)-pyrimidin-5-yl]-(5-fluoro-2-methoxy-phenyl)-methanone trifluoroacetic acid salt, Example 59, and ethanesulfonyl chloride (Aldrich), to give [4-amino-2-(1-ethanesulfonyl-piperidin-4-ylamino)-pyrimidin-5-yl]-(5-fluoro-2-methoxy-phenyl)-methanone. MS (M+H)+, 438. Reactants: crude product, C(CC)C1NCCCC1 (2-propylpiperidine), BrCCCC#N (4-bromobutyronitrile), C([O-])([O-])=O.[K+].[K+] (potassium carbonate), C(Cl)Cl.CO (CH2Cl2 MeOH). The solvent is C(C)#N (acetonitrile), [Cl-].[Na+].O (brine). Conditions: time 12 hour. Product: C(CC)C1N(CCCC1)CCCC#N (4-(2-propyl-piperidin-1-yl)-butyronitrile). The yield is 82.3%. As a reaction SMILES: [CH2:1]([CH:4]1[CH2:9][CH2:8][CH2:7][CH2:6][NH:5]1)[CH2:2][CH3:3].Br[CH2:11][CH2:12][CH2:13][C:14]#[N:15].C(=O)([O-])[O-].[K+].[K+].C(Cl)Cl.CO>C(#N)C.[Cl-].[Na+].O>[CH2:1]([CH:4]1[CH2:9][CH2:8][CH2:7][CH2:6][N:5]1[CH2:11][CH2:12][CH2:13][C:14]#[N:15])[CH2:2][CH3:3] |f:2.3.4,5.6,8.9.10|. Reported procedure: A mixture of 2-propylpiperidine (550 mg, 4.3 mmol), 4-bromobutyronitrile (430 mg, 3.0 mmol) and potassium carbonate (550 mg, 4.0 mmol) in acetonitrile (5 mL) was stirred at rt for 12 h., followed by addition of a saturated brine (25 mL). The reaction mixture was extracted with ethyl acetate (3×25 mL) and the combined organic phases were dried (MgSO4) and evaporated to dryness to produce crude 8. The crude product was subjected to CC [eluent: CH2Cl2: MeOH (99: 1)] to give pure 8 (0.48 g, 83%); LC... Reactants: C=CCOc1cc(O)ccc1Cl, ClC(Cl)Cl, S=C(Cl)Cl, [Na+], [OH-], O. Product: C=CCOc1cc(OC(=S)Cl)ccc1Cl. Reaction SMILES: [CH2:1]([CH:2]=[CH2:3])[O:4][c:5]1[cH:6][c:7]([OH:12])[cH:8][cH:9][c:10]1[Cl:11].[CH:20]([Cl:21])([Cl:22])[Cl:23].[Cl:13][C:14]([Cl:15])=[S:16].[Na+:18].[OH-:17].[OH2:19]>>[CH2:1]([CH:2]=[CH2:3])[O:4][c:5]1[cH:6][c:7]([O:12][C:14]([Cl:13])=[S:16])[cH:8][cH:9][c:10]1[Cl:11]. Starting materials: C(CCCCCCCCCCCCC)OC1=CC=C(C=C1)CC(=O)O ((4-tetradecyloxyphenyl)acetic acid), CN(C=O)C (dimethylformamide), C(C(=O)Cl)(=O)Cl (oxalyl chloride). Solvent: C(Cl)Cl (methylene chloride). Reaction conditions: temperature 95 celsius. Product: OCC(CC1=CC=C(C=C1)OCCCCCCCCCCCCCC)=O (1-Hydroxy-3-[4-(tetradecyloxy)phenyl]-2-propanone). Reaction SMILES: [CH2:1]([O:15][C:16]1[CH:21]=[CH:20][C:19]([CH2:22][C:23]([OH:25])=O)=[CH:18][CH:17]=1)[CH2:2][CH2:3][CH2:4][CH2:5][CH2:6][CH2:7][CH2:8][CH2:9][CH2:10][CH2:11][CH2:12][CH2:13][CH3:14].CN(C)[CH:28]=[O:29].C(Cl)(=O)C(Cl)=O>C(Cl)Cl>[OH:29][CH2:28][C:23](=[O:25])[CH2:22][C:19]1[CH:18]=[CH:17][C:16]([O:15][CH2:1][CH2:2][CH2:3][CH2:4][CH2:5][CH2:6][CH2:7][CH2:8][CH2:9][CH2:10][CH2:11][CH2:12][CH2:13][CH3:14])=[CH:21][CH:20]=1. Procedure: To a suspension of about 60.0 g of (4-tetradecyloxyphenyl)acetic acid in about 400 ml of methylene chloride containing about 0.63 ml of dimethylformamide was added, over about 10 minutes about 27.31 g of oxalyl chloride. After about 2 hours the solvent was removed, the residue was dissolved in hexane and filtered through celite. The solvent was removed and the residue dried in vacuo. An about 110.82 g portion of tris-trimethylsilyloxyethylene was added and the solution was heated at about 95° C.... Reactants: C1=C(C=CC2=CC=CC=C12)O (2-naphthol), C1=C(C=CC2=CC=CC=C12)O (2-naphthol), O1C(NCC1)=O (2-oxazolidinone), [OH-].[K+] (Potassium hydroxide), O1C(NCC1)=O (2-oxazolidinone), C(C(C(C(C(C=O)O)O)O)O)O.[O-]S(=O)(=O)[O-].[Mg+2] (Magnesol). Reagents/catalysts: C(CN)N (ethylenediamine). Conditions: temperature 70 celsius, time 5.5 hour. The product is C1=C(C=CC2=CC=CC=C12)OCCN (2-(2-naphthoxy)ethylamine). Yield: 97.6%. RXN SMILES: [CH:1]1[C:10]2[C:5](=[CH:6][CH:7]=[CH:8][CH:9]=2)[CH:4]=[CH:3][C:2]=1[OH:11].[OH-].[K+].O1[CH2:18][CH2:17][NH:16]C1=O.C(O)C(O)C(O)C(O)C(O)C=O.[O-]S([O-])(=O)=O.[Mg+2]>C(N)CN>[CH:1]1[C:10]2[C:5](=[CH:6][CH:7]=[CH:8][CH:9]=2)[CH:4]=[CH:3][C:2]=1[O:11][CH2:18][CH2:17][NH2:16] |f:1.2,4.5.6|. Procedure details: 2-naphthol (200 g, 1.39 mol) at room temperature. Potassium hydroxide pellets (8.99 g, 0.139 mol) and 2-oxazolidinone (181 g, 2.08 mol) were then added, and the reaction mixture was heated to reflux and stirred for 5.5 h. Reaction was monitored by TLC analysis. Additional 2-oxazolidinone (24.0 g, 0.277 mol) was added to ensure complete conversion of the 2-naphthol and the reaction mixture was heated to reflux temperature for 16 additional hours. The reaction mixture was cooled to 70° C. and ethy... Procedure: The title compound was prepared from 4′-(2-benzyl-benzofuran-3-yl)-3-nitro-biphenyl-4-ol and 4-chlorosulfonyl-2-hydroxy-benzoic acid, in substantially the same manner, as described in Example 1 step g, and was obtained as a yellow solid, mp 200° C.; MS m/e 620 (M-H)+; Product: C(C1=CC=CC=C1)C=1OC2=C(C1C1=CC=C(C=C1)C1=CC(=C(C=C1)OS(=O)(=O)C1=CC(=C(C(=O)O)C=C1)O)[N+](=O)[O-])C=CC=C2 (4-[4′-(2-Benzyl-benzofuran-3-yl)-3-nitro-biphenyl-4-yloxysulfonyl]-2-hydroxy-benzoic acid). Starting materials: C(C1=CC=CC=C1)C=1OC2=C(C1C1=CC=C(C=C1)C1=CC(=C(C=C1)O)[N+](=O)[O-])C=CC=C2 (4′-(2-benzyl-benzofuran-3-yl)-3-nitro-biphenyl-4-ol), ClS(=O)(=O)C1=CC(=C(C(=O)O)C=C1)O (4-chlorosulfonyl-2-hydroxy-benzoic acid). Reaction SMILES: [CH2:1]([C:8]1[O:9][C:10]2[CH:32]=[CH:31][CH:30]=[CH:29][C:11]=2[C:12]=1[C:13]1[CH:18]=[CH:17][C:16]([C:19]2[CH:24]=[CH:23][C:22]([OH:25])=[C:21]([N+:26]([O-:28])=[O:27])[CH:20]=2)=[CH:15][CH:14]=1)[C:2]1[CH:7]=[CH:6][CH:5]=[CH:4][CH:3]=1.Cl[S:34]([C:37]1[CH:45]=[CH:44][C:40]([C:41]([OH:43])=[O:42])=[C:39]([OH:46])[CH:38]=1)(=[O:36])=[O:35]>>[CH2:1]([C:8]1[O:9][C:10]2[CH:32]=[CH:31][CH:30]=[CH:29][C:11]=2[C:12]=1[C:13]1[CH:14]=[CH:15][C:16]([C:19]2[CH:24]=[CH:23][C:22]([O:25][S:34]([C:37]3[CH:45]=[CH:44][C:40]([C:41]([OH:43])=[O:42])=[C:39]([OH:46])[CH:38]=3)(=[O:36])=[O:35])=[C:21]([N+:26]([O-:28])=[O:27])[CH:20]=2)=[CH:17][CH:18]=1)[C:2]1[CH:3]=[CH:4][CH:5]=[CH:6][CH:7]=1.